Task: describe an organic reaction: reactants, conditions, products, and yield. Dataset: the Open Reaction Database (ORD), a public repository of structured organic reaction records Starting materials: N#CC1CC(F)CN1C(=O)CN(C(=O)OCc1ccccc1)C12CCC(C(=O)On3nnc4ccccc43)(CC1)CC2, CCOC(=O)C12CCC(N)(CC1)CC2. Yields the product CCOC(=O)C12CCC(NC(=O)C34CCC(N(CC(=O)N5CC(F)CC5C#N)C(=O)OCc5ccccc5)(CC3)CC4)(CC1)CC2. Reaction SMILES: [CH2:1]([c:2]1[cH:3][cH:4][cH:5][cH:6][cH:7]1)[O:8][C:9](=[O:10])[N:11]([C:12]12[CH2:13][CH2:14][C:15]([C:20](=[O:21])[O:22][n:23]3[c:24]4[cH:25][cH:26][cH:27][cH:28][c:29]4[n:30][n:31]3)([CH2:16][CH2:17]1)[CH2:18][CH2:19]2)[CH2:32][C:33](=[O:34])[N:35]1[CH:36]([C:41]#[N:42])[CH2:37][CH:38]([F:40])[CH2:39]1.[NH2:43][C:44]12[CH2:45][CH2:46][C:47]([C:52](=[O:53])[O:54][CH2:55][CH3:56])([CH2:48][CH2:49]1)[CH2:50][CH2:51]2>>[CH2:1]([c:2]1[cH:3][cH:4][cH:5][cH:6][cH:7]1)[O:8][C:9](=[O:10])[N:11]([C:12]12[CH2:13][CH2:14][C:15]([C:20](=[O:21])[NH:43][C:44]34[CH2:45][CH2:46][C:47]([C:52](=[O:53])[O:54][CH2:55][CH3:56])([CH2:48][CH2:49]3)[CH2:50][CH2:51]4)([CH2:16][CH2:17]1)[CH2:18][CH2:19]2)[CH2:32][C:33](=[O:34])[N:35]1[CH:36]([C:41]#[N:42])[CH2:37][CH:38]([F:40])[CH2:39]1. Starting materials: FC(CN1CC(OC2(C1)CCN(CC2)C(=O)OC(C)(C)C)C(NCC=O)=O)F (tert-butyl 4-(2,2-difluoroethyl)-2-((2-oxoethyl)carbamoyl)-1-oxa-4,9-diazaspiro[5.5]undecane-9-carboxylate), Salt. Solvent: C1CCOC1 (THF). Conditions: temperature 70 celsius. The product is FC(CN1CC(OC2(C1)CCN(CC2)C(=O)OC(C)(C)C)C=2OC=CN2)F (tert-butyl 4-(2,2-difluoroethyl)-2-(oxazol-2-yl)-1-oxa-4,9-diazaspiro[5.5]undecane-9-carboxylate). The yield is 38.1%. As a reaction SMILES: [F:1][CH:2]([F:28])[CH2:3][N:4]1[CH2:9][C:8]2([CH2:14][CH2:13][N:12]([C:15]([O:17][C:18]([CH3:21])([CH3:20])[CH3:19])=[O:16])[CH2:11][CH2:10]2)[O:7][CH:6]([C:22](=[O:27])[NH:23][CH2:24][CH:25]=O)[CH2:5]1>C1COCC1>[F:28][CH:2]([F:1])[CH2:3][N:4]1[CH2:9][C:8]2([CH2:10][CH2:11][N:12]([C:15]([O:17][C:18]([CH3:19])([CH3:21])[CH3:20])=[O:16])[CH2:13][CH2:14]2)[O:7][CH:6]([C:22]2[O:27][CH:25]=[CH:24][N:23]=2)[CH2:5]1. Procedure: To tert-butyl 4-(2,2-difluoroethyl)-2-((2-oxoethyl)carbamoyl)-1-oxa-4,9-diazaspiro[5.5]undecane-9-carboxylate (331 mg, 0.82 mmol) in THF (3 mL) was added Burgess' Salt (486 mg, 2.04 mmol). The reaction mixture was heated at 70° C. for 20 minutes under an atmosphere of nitrogen. The reaction mixture was cooled to room temperature, partitioned between EtOAc and saturated aq. NaHCO3, the layers separated and the aqueous layer was extracted once more with EtOAc. The combined organics were dried over... Reactants: ClCC(=O)NC1=CC2=C(NC(CO2)=O)C=C1 (2-chloro-N-(3-oxo-3,4-dihydro-2H-benzo[1,4]oxazin-7-yl)-acetamide), O(C1=CC=CC=C1)C1CCNCC1 (4-phenoxy-piperidine). Solvent: C(C)OCC (diethylether). Product: O(C1=CC=CC=C1)C1CCN(CC1)CC(=O)NC1=CC2=C(NC(CO2)=O)C=C1 (2-(4-Phenoxy-piperidin-1-yl)-N-(3-oxo-3,4-dihydro-2H-benzo[1,4]oxazin-7-yl)-acetamide). RXN SMILES: Cl[CH2:2][C:3]([NH:5][C:6]1[CH:16]=[CH:15][C:9]2[NH:10][C:11](=[O:14])[CH2:12][O:13][C:8]=2[CH:7]=1)=[O:4].[O:17]([CH:24]1[CH2:29][CH2:28][NH:27][CH2:26][CH2:25]1)[C:18]1[CH:23]=[CH:22][CH:21]=[CH:20][CH:19]=1>C(OCC)C>[O:17]([CH:24]1[CH2:29][CH2:28][N:27]([CH2:2][C:3]([NH:5][C:6]2[CH:16]=[CH:15][C:9]3[NH:10][C:11](=[O:14])[CH2:12][O:13][C:8]=3[CH:7]=2)=[O:4])[CH2:26][CH2:25]1)[C:18]1[CH:19]=[CH:20][CH:21]=[CH:22][CH:23]=1. Procedure: The title compound is prepared from 2-chloro-N-(3-oxo-3,4-dihydro-2H-benzo[1,4]oxazin-7-yl)-acetamide (Example 153a) and 4-phenoxy-piperidine according to the method described in Example 142b. Melting Point: 206-208° C. (diethylether) Reactants: C[Si](C)(C)[N-][Si](C)(C)C.[Li+] (lithium bis(trimethylsilyl)amide), hexanes, CC1=CC=C(C=C1)S(=O)(=O)O[C@H](CC(C1=CC=CC=C1)C#N)COCC1=CC=CC=C1 ((1R)-3-cyano-3-phenyl-1-{[(phenylmethyl)oxy]methyl}propyl 4-methylbenzenesulfonate). Run in CCOC(=O)C (EtOAc), CN(C)C=O (DMF). Run at temperature -42 celsius. Product: C1(=CC=CC=C1)[C@]1([C@@H](C1)COCC1=CC=CC=C1)C#N ((1S,2R)-1-phenyl-2-{[(phenylmethyl)oxy]methyl}cyclopropanecarbonitrile). The yield is 94.7%. Reaction SMILES: CC1C=CC(S(O[C@@H:12]([CH2:23][O:24][CH2:25][C:26]2[CH:31]=[CH:30][CH:29]=[CH:28][CH:27]=2)[CH2:13][CH:14]([C:21]#[N:22])[C:15]2[CH:20]=[CH:19][CH:18]=[CH:17][CH:16]=2)(=O)=O)=CC=1.C[Si]([N-][Si](C)(C)C)(C)C.[Li+]>CN(C=O)C.CCOC(C)=O>[C:15]1([C@:14]2([C:21]#[N:22])[CH2:13][C@H:12]2[CH2:23][O:24][CH2:25][C:26]2[CH:27]=[CH:28][CH:29]=[CH:30][CH:31]=2)[CH:16]=[CH:17][CH:18]=[CH:19][CH:20]=1 |f:1.2|. Procedure details: To (1R)-3-cyano-3-phenyl-1-{[(phenylmethyl)oxy]methyl}propyl 4-methylbenzenesulfonate (7.4 g, 17.0 mmol), accessed via the method of preparation 2, in 70 mL DMF at −42° C. was added 1M lithium bis(trimethylsilyl)amide in hexanes (25.5 mL, 25.5 mmol, 1.5 eq) dropwise and stirred with continued cooling at −42° C. for 1 h. The reaction mixture was diluted with EtOAc, washed successively with water (4×) and brine, dried over MgSO4, filtered and concentrated to give the title compound (4.25 g, 16.1 m... Reactants: C(C1=CC=CC=C1)=O (benzaldehyde), NC=1C=C2[C@H]3[C@@H](N4C2=C(C1)CSCC4)CCN(C3)C(=O)OC(C)(C)C (tert-butyl (7bR,11aS)-6-amino-1,2,7b,10,11,11a-hexahydro-4H-pyrido[4,3-b][1,4]thiazepino[6,5,4-hi]indole-9(8H)-carboxylate). Product: C(C1=CC=CC=C1)NC=1C=C2[C@H]3[C@@H](N4C2=C(C1)CSCC4)CCNC3 ((7bR,11aS)-N-benzyl-1,2,7b,8,9,10,11,11a-octahydro-4H-pyrido[4,3 b][1,4]thiazepino[6,5,4-hi]indol-6-amine). Reaction SMILES: [CH:1](=O)[C:2]1[CH:7]=[CH:6][CH:5]=[CH:4][CH:3]=1.[NH2:9][C:10]1[CH:11]=[C:12]2[C:16]3=[C:17]([CH2:19][S:20][CH2:21][CH2:22][N:15]3[C@H:14]3[CH2:23][CH2:24][N:25](C(OC(C)(C)C)=O)[CH2:26][C@@H:13]23)[CH:18]=1>>[CH2:1]([NH:9][C:10]1[CH:11]=[C:12]2[C:16]3=[C:17]([CH2:19][S:20][CH2:21][CH2:22][N:15]3[C@H:14]3[CH2:23][CH2:24][NH:25][CH2:26][C@@H:13]23)[CH:18]=1)[C:2]1[CH:7]=[CH:6][CH:5]=[CH:4][CH:3]=1. Reported procedure: Using benzaldehyde and following the procedures described in EXAMPLE 126, tert-butyl (7bR,11aS)-6-amino-1,2,7b,10,11,11a-hexahydro-4H-pyrido[4,3-b][1,4]thiazepino[6,5,4-hi]indole-9(8H)-carboxylate from EXAMPLE 33, Part B was converted into the title compound of EXAMPLE 171. 1H NMR (CDCl3) δ: 7.42-7.25 (m, 5H), 6.37 (d, 1H, J=1.8 Hz), 6.26 (d, 1H, J=2.2 Hz), 4.27 (s, 2H), 3.69 (ABq, 2H, JAB=15.2 Hz), 3.60-3.50 (m, 1H), 3.37-3.30 (m, 1H), 3.28-3.20 (m, 1H), 3.10-2.85 (m, 6H), 2.62 (dd, 1H, J=12.8,...